This data is from the Open Reaction Database (ORD), a public repository of structured organic reaction records. The task is: describe an organic reaction: reactants, conditions, products, and yield Starting materials: C(CC)C1=C(OCCCCOC=2C=C3CCC(OC3=CC2)C(=O)OCC)C=CC(=C1)OC1=CC=CC=C1 (ethyl 6-(4-(2-propyl-4-phenoxyphenoxy)butoxy)-chromane carboxylate), IC (iodomethane). The product is C(CC)C1=C(OCCCCOC=2C=C3CCC(OC3=CC2)(C(=O)O)C)C=CC(=C1)OC1=CC=CC=C1 (6-(4-(2-Propyl-4-phenoxyphenoxy)butoxy)-2-methyl-chromane-2-carboxylic acid). Reaction SMILES: [CH2:1]([C:4]1[CH:30]=[C:29]([O:31][C:32]2[CH:37]=[CH:36][CH:35]=[CH:34][CH:33]=2)[CH:28]=[CH:27][C:5]=1[O:6][CH2:7][CH2:8][CH2:9][CH2:10][O:11][C:12]1[CH:13]=[C:14]2[C:19](=[CH:20][CH:21]=1)[O:18][CH:17]([C:22]([O:24]CC)=[O:23])[CH2:16][CH2:15]2)[CH2:2][CH3:3].I[CH3:39]>>[CH2:1]([C:4]1[CH:30]=[C:29]([O:31][C:32]2[CH:33]=[CH:34][CH:35]=[CH:36][CH:37]=2)[CH:28]=[CH:27][C:5]=1[O:6][CH2:7][CH2:8][CH2:9][CH2:10][O:11][C:12]1[CH:13]=[C:14]2[C:19](=[CH:20][CH:21]=1)[O:18][C:17]([CH3:39])([C:22]([OH:24])=[O:23])[CH2:16][CH2:15]2)[CH2:2][CH3:3]. Procedure: The title compound was prepared from ethyl 6-(4-(2-propyl-4-phenoxyphenoxy)butoxy)-chromane carboxylate following the procedures described in Example 2, Step A employing iodomethane instead of iodopropane, and subsequently the procedure in Example 1 Step C. As a reaction SMILES: [CH2:1]([c:2]1[cH:3][cH:4][cH:5][cH:6][cH:7]1)[O:8][C:9]([NH:10][CH2:11][CH:12]([CH3:13])[S:14](=[O:15])(=[O:16])[Cl:17])=[O:18].[CH:19]([CH3:20])([CH3:21])[N:22]1[CH2:23][CH2:24][CH:25]([NH2:28])[CH2:26][CH2:27]1.[CH:29]([N:30]([CH2:31][CH3:32])[CH:33]([CH3:34])[CH3:35])([CH3:36])[CH3:37].[Cl:38][CH2:39][Cl:40]>>[CH2:1]([c:2]1[cH:3][cH:4][cH:5][cH:6][cH:7]1)[O:8][C:9]([NH:10][CH2:11][CH:12]([CH3:13])[S:14](=[O:15])(=[O:16])[NH:28][CH:25]1[CH2:24][CH2:23][N:22]([CH:19]([CH3:20])[CH3:21])[CH2:27][CH2:26]1)=[O:18]. The reactants are CC(CNC(=O)OCc1ccccc1)S(=O)(=O)Cl, CC(C)N1CCC(N)CC1, CCN(C(C)C)C(C)C, ClCCl. Yields the product CC(C)N1CCC(NS(=O)(=O)C(C)CNC(=O)OCc2ccccc2)CC1. Reactants: [OH-].[Na+] (sodium hydroxide), FC1=CC=C(C=C1)C1=C(N=C/2N1CCC\C2=C/C2=CC(=C(C=C2)N2C=NC(=C2)C)OC)C(=O)OC (methyl 3-(4-fluorophenyl)-8-{1-[3-methoxy-4-(4-methyl-1H-imidazol-1-yl)phenyl]-(E)-methylidene}-5,6,7,8-tetrahydroimidazo[1,2-a]pyridine-2-carboxylate), Cl (hydrochloric acid). The solvent is CO (methanol). Yields the product FC1=CC=C(C=C1)C1=C(N=C/2N1CCC\C2=C/C2=CC(=C(C=C2)N2C=NC(=C2)C)OC)C(=O)O (3-(4-fluorophenyl)-8-{1-[3-methoxy-4-(4-methyl-1H-imidazol-1-yl)phenyl]-(E)-methylidene}-5,6,7,8-tetrahydroimidazo[1,2-a]pyridine-2-carboxylic acid). The yield is 100.1%. As a reaction SMILES: [OH-].[Na+].[F:3][C:4]1[CH:9]=[CH:8][C:7]([C:10]2[N:14]3[CH2:15][CH2:16][CH2:17]/[C:18](=[CH:19]\[C:20]4[CH:25]=[CH:24][C:23]([N:26]5[CH:30]=[C:29]([CH3:31])[N:28]=[CH:27]5)=[C:22]([O:32][CH3:33])[CH:21]=4)/[C:13]3=[N:12][C:11]=2[C:34]([O:36]C)=[O:35])=[CH:6][CH:5]=1.Cl>CO>[F:3][C:4]1[CH:5]=[CH:6][C:7]([C:10]2[N:14]3[CH2:15][CH2:16][CH2:17]/[C:18](=[CH:19]\[C:20]4[CH:25]=[CH:24][C:23]([N:26]5[CH:30]=[C:29]([CH3:31])[N:28]=[CH:27]5)=[C:22]([O:32][CH3:33])[CH:21]=4)/[C:13]3=[N:12][C:11]=2[C:34]([OH:36])=[O:35])=[CH:8][CH:9]=1 |f:0.1|. Reported procedure: A 2 N sodium hydroxide solution (1 mL) was added to a solution of methyl 3-(4-fluorophenyl)-8-{1-[3-methoxy-4-(4-methyl-1H-imidazol-1-yl)phenyl]-(E)-methylidene}-5,6,7,8-tetrahydroimidazo[1,2-a]pyridine-2-carboxylate (172 mg) in methanol (4 mL), and the reaction solution was heated under reflux for nine hours. The reaction solution was left to cool to room temperature, and 2 N hydrochloric acid (1 mL) was added to the reaction solution. The solid precipitated in the reaction solution was collect... The reactants are FC1=CC=C(C=C1)C1(CCC(CC1)N1CCC(CC1)(NC1=CC=CC=C1)C(N)=O)C1=CC=C(C=C1)F (1-[4,4-bis(p-fluorophenyl)cyclohexyl]-4-carbamoyl-4-anilinopiperidine), C(=O)N (formamide). Run in O (water). Reaction conditions: temperature 170 celsius. Product: FC1=CC=C(C=C1)C1(CCC(CC1)N1CCC2(C(NCN2C2=CC=CC=C2)=O)CC1)C1=CC=C(C=C1)F (8-[4,4-bis(p-fluorophenyl)cyclohexyl]-1-phenyl-1,3,8-triazaspiro[4.5]decan-4-one). RXN SMILES: [F:1][C:2]1[CH:7]=[CH:6][C:5]([C:8]2([C:30]3[CH:35]=[CH:34][C:33]([F:36])=[CH:32][CH:31]=3)[CH2:13][CH2:12][CH:11]([N:14]3[CH2:19][CH2:18][C:17]([C:27](=[O:29])[NH2:28])([NH:20][C:21]4[CH:26]=[CH:25][CH:24]=[CH:23][CH:22]=4)[CH2:16][CH2:15]3)[CH2:10][CH2:9]2)=[CH:4][CH:3]=1.[CH:37](N)=O>O>[F:1][C:2]1[CH:3]=[CH:4][C:5]([C:8]2([C:30]3[CH:31]=[CH:32][C:33]([F:36])=[CH:34][CH:35]=3)[CH2:9][CH2:10][CH:11]([N:14]3[CH2:19][CH2:18][C:17]4([N:20]([C:21]5[CH:26]=[CH:25][CH:24]=[CH:23][CH:22]=5)[CH2:37][NH:28][C:27]4=[O:29])[CH2:16][CH2:15]3)[CH2:12][CH2:13]2)=[CH:6][CH:7]=1. Procedure details: To 16 g of 1-[4,4-bis(p-fluorophenyl)cyclohexyl]-4-carbamoyl-4-anilinopiperidine is added 30 g of formamide, the temperature is raised slowly, and the mixture is heated at 170° C for 14 hours. After cooling water is added to the reaction mixture, and the aqueous mixture is extracted with chloroform. The extract is washed with water and dried over sodium sulfate, and the solvent is removed. The precipitated crystals are collected by filtration and recrystallized from chloroform to give 8-[4,4-bis...